This data is from the Open Reaction Database (ORD), a public repository of structured organic reaction records. The task is: describe an organic reaction: reactants, conditions, products, and yield The reactants are Cl (hydrochloride), C1=CC=CC=2C(C3=C(CCC21)C=CC=C3)=C3CCNCC3 (4-(10,11-dihydro-5H-dibenzo[a,d]cyclohepten-5-ylidene)piperidine), BrCCCC(=O)OCC (ethyl 4-bromobutyrate), C([O-])([O-])=O.[K+].[K+] (potassium carbonate). Solvent: CN(C=O)C (N,N-dimethylformamide), O (water). Run at temperature 70 celsius, time 3 hour. The product is Cl.C1=CC=CC=2C(C3=C(CCC21)C=CC=C3)=C3CCN(CC3)CCCC(=O)OCC (Ethyl 4-(10,11-dihydro-5H-dibenzo[a,d]cyclohepten-5-ylidene)-1-piperidinebutyrate hydrochloride). Reaction SMILES: [CH:1]1[C:11]2[CH2:10][CH2:9][C:8]3[CH:12]=[CH:13][CH:14]=[CH:15][C:7]=3[C:6](=[C:16]3[CH2:21][CH2:20][NH:19][CH2:18][CH2:17]3)[C:5]=2[CH:4]=[CH:3][CH:2]=1.Br[CH2:23][CH2:24][CH2:25][C:26]([O:28][CH2:29][CH3:30])=[O:27].C(=O)([O-])[O-].[K+].[K+].[ClH:37]>O.CN(C)C=O>[ClH:37].[CH:1]1[C:11]2[CH2:10][CH2:9][C:8]3[CH:12]=[CH:13][CH:14]=[CH:15][C:7]=3[C:6](=[C:16]3[CH2:17][CH2:18][N:19]([CH2:23][CH2:24][CH2:25][C:26]([O:28][CH2:29][CH3:30])=[O:27])[CH2:20][CH2:21]3)[C:5]=2[CH:4]=[CH:3][CH:2]=1 |f:2.3.4,8.9|. Procedure: A mixture of 3.00 g of 4-(10,11-dihydro-5H-dibenzo[a,d]cyclohepten-5-ylidene)piperidine, 2.34 g of ethyl 4-bromobutyrate, 1.51 g of potassium carbonate and 18 ml of N,N-dimethylformamide was stirred at 70° C. for 3 hrs. After cooling, water was added to the reaction mixture and then extracted with ether. The ether layer was washed with water, dried and concentrated to give pale brown solid, which was converted to the hydrochloride in the usual manner to give 3.88 g of colorless solid. The crude ... Reactants: FC1=CC=C(C#N)C=C1 (4-fluorobenzonitrile), Cl (hydrogen chloride), O1CCCC1 (tetrahydrofuran). The solvent is C(C)O (ethanol). Run at time 8 hour. Yields the product Cl.FC1=CC=C(C(OCC)=N)C=C1 (ethyl 4-fluorobenzimidate hydrochloride). As a reaction SMILES: [F:1][C:2]1[CH:9]=[CH:8][C:5]([C:6]#[N:7])=[CH:4][CH:3]=1.[ClH:10].[O:11]1CC[CH2:13][CH2:12]1>C(O)C>[ClH:10].[F:1][C:2]1[CH:9]=[CH:8][C:5]([C:6](=[NH:7])[O:11][CH2:12][CH3:13])=[CH:4][CH:3]=1 |f:4.5|. Procedure details: A solution of 4-fluorobenzonitrile (50 g) in tetrahydrofuran (300 mL) and ethanol (60.5 mL) at 0° C. was saturated with anhydrous hydrogen chloride gas and the resulting solution was allowed to stand overnight. The solvent was evaporated and the resulting solid was collected and washed with ether to provide ethyl 4-fluorobenzimidate hydrochloride as a white solid (20 g); NMR: 8.27 (m,2), 7.51 (m,2), 4.63 (q,2), 1.47 (t,3). Starting materials: FC(C=1C=C(CN(C2=NC=C(C=N2)C(=O)OCC)CC2=C(C=CC(=C2)C(F)(F)F)C2=C(C=CC(=C2)C(C)C)OC)C=C(C1)C(F)(F)F)(F)F (Ethyl 2-[(3,5-bis-trifluoromethyl-benzyl)-(5′-isopropyl-2′-methoxy-4-trifluoromethyl-biphenyl-2-ylmethyl)-amino]-pyrimidine-5-carboxylate), [OH-].[Na+] (sodium hydroxide). Run in C(C)O (ethanol), O1CCCC1 (tetrahydrofuran). Conditions: temperature 50 celsius, time 1 hour. Yields the product FC(C=1C=C(CN(C2=NC=C(C=N2)C(=O)O)CC2=C(C=CC(=C2)C(F)(F)F)C2=C(C=CC(=C2)C(C)C)OC)C=C(C1)C(F)(F)F)(F)F (2-[(3,5-bis-trifluoromethyl-benzyl)-(5′-isopropyl-2′-methoxy-4-trifluoromethyl-biphenyl-2-ylmethyl)-amino]-pyrimidine-5-carboxylic acid). Yield: 66.3%. RXN SMILES: [F:1][C:2]([F:49])([F:48])[C:3]1[CH:4]=[C:5]([CH:41]=[C:42]([C:44]([F:47])([F:46])[F:45])[CH:43]=1)[CH2:6][N:7]([CH2:19][C:20]1[CH:25]=[C:24]([C:26]([F:29])([F:28])[F:27])[CH:23]=[CH:22][C:21]=1[C:30]1[CH:35]=[C:34]([CH:36]([CH3:38])[CH3:37])[CH:33]=[CH:32][C:31]=1[O:39][CH3:40])[C:8]1[N:13]=[CH:12][C:11]([C:14]([O:16]CC)=[O:15])=[CH:10][N:9]=1.[OH-].[Na+]>C(O)C.O1CCCC1>[F:47][C:44]([F:45])([F:46])[C:42]1[CH:41]=[C:5]([CH:4]=[C:3]([C:2]([F:1])([F:48])[F:49])[CH:43]=1)[CH2:6][N:7]([CH2:19][C:20]1[CH:25]=[C:24]([C:26]([F:29])([F:28])[F:27])[CH:23]=[CH:22][C:21]=1[C:30]1[CH:35]=[C:34]([CH:36]([CH3:37])[CH3:38])[CH:33]=[CH:32][C:31]=1[O:39][CH3:40])[C:8]1[N:9]=[CH:10][C:11]([C:14]([OH:16])=[O:15])=[CH:12][N:13]=1 |f:1.2|. Procedure details: Ethyl 2-[(3,5-bis-trifluoromethyl-benzyl)-(5′-isopropyl-2′-methoxy-4-trifluoromethyl-biphenyl-2-ylmethyl)-amino]-pyrimidine-5-carboxylate (1.1 g) is dissolved in a mixed solvent of ethanol (18 ml) and tetrahydrofuran (20 ml) and thereto is added a 2M-aqueous sodium hydroxide solution (3 ml), and the mixture is stirred at 50° C. for 1 hour and a half. The reaction solution is concentrated under reduced pressure and thereto is added a 1N-hydrochloric acid and the mixture is extracted with ethyl ac... The reactants are NC=1C(=NC2=CC=CC=C2C1NCC(C)(C)O)Cl (3-Amino-2-chloro-4-(2-hydroxy-2-methylpropylamino)quinoline), C(C)OCC(=O)Cl (Ethoxyacetyl chloride), C1(=CC=C(C=C1)S(=O)(=O)O)C (p-Toluenesulfonic acid). Solvent: C(C)#N (acetonitrile). Reaction conditions: time 120 hour. Product: ClC1=NC=2C=CC=CC2C2=C1N=C(N2CC(O)(C)C)COCC (4-Chloro-α,α-dimethyl-2-ethoxymethyl-1H-imidazo[4,5-c]quinoline-1-ethanol). The yield is 71.9%. RXN SMILES: [NH2:1][C:2]1[C:3]([Cl:18])=[N:4][C:5]2[C:10]([C:11]=1[NH:12][CH2:13][C:14]([OH:17])([CH3:16])[CH3:15])=[CH:9][CH:8]=[CH:7][CH:6]=2.[CH2:19]([O:21][CH2:22][C:23](Cl)=O)[CH3:20].C1(C)C=CC(S(O)(=O)=O)=CC=1>C(#N)C>[Cl:18][C:3]1[C:2]2[N:1]=[C:20]([CH2:19][O:21][CH2:22][CH3:23])[N:12]([CH2:13][C:14]([CH3:16])([CH3:15])[OH:17])[C:11]=2[C:10]2[CH:9]=[CH:8][CH:7]=[CH:6][C:5]=2[N:4]=1. Reported procedure: 3-Amino-2-chloro-4-(2-hydroxy-2-methylpropylamino)quinoline (2.0 g, 7.5 mmol) was combined with acetonitrile (80 mL). Ethoxyacetyl chloride (0.92 g, 7.5 mmol) was added to the reaction mixture. After about 5 minutes a yellow precipitate formed. p-Toluenesulfonic acid (0.1 g) was added and the reaction mixture was heated to reflux. Refluxing was continued for about 120 hours at which time the reaction mixture was homogeneous. The reaction mixture was cooled and the acetonitrile was removed under ... As a reaction SMILES: [CH2:20]1[O:21][CH2:22][CH2:23][CH2:24]1.[CH3:15][C:16]([CH2:17][CH3:18])=[O:19].[CH3:2][CH:3]([CH3:4])[N-:5][CH:6]([CH3:7])[CH3:8].[Li+:1].[SH:9][c:10]1[s:11][cH:12][cH:13][n:14]1>>[CH3:2][CH:3]([CH3:4])[N-:5][CH:6]([CH3:7])[CH3:8].[Li+:1].[SH:9][c:10]1[s:11][c:12]([C:16]([CH3:15])([CH2:17][CH3:18])[OH:19])[cH:13][n:14]1. The reactants are C1CCOC1, CCC(C)=O, CC(C)[N-]C(C)C, [Li+], Sc1nccs1. Product: CC(C)[N-]C(C)C, [Li+], CCC(C)(O)c1cnc(S)s1. Starting materials: NC=1SC2=C(C[C@@H]3CCCN([C@H]3C2)CCC)N1 (trans-(±)-2-amino-5-n-propyl-4,4a,5,6,7,8,8a,9-octahydrothiazolo[4,5-g]quinoline), O1CCCC1 (tetrahydrofuran), C(C)(=O)Cl (acetyl chloride). The reagents and catalysts are CN(C=O)C (dimethylformamide). The solvent is CCOCC (ether). Conditions: time 15 minute. Yields the product C(C)(=O)NC=1SC2=C(C[C@@H]3CCCN([C@H]3C2)CCC)N1 (Trans-(±)-2-acetylamino-5-n-propyl-4,4a,5,6,7,8,8a,9-octahydrothiazolo[4,5-g]quinoline). Isolated yield 30.3%. As a reaction SMILES: [NH2:1][C:2]1[S:3][C:4]2[CH2:13][C@H:12]3[C@@H:7]([CH2:8][CH2:9][CH2:10][N:11]3[CH2:14][CH2:15][CH3:16])[CH2:6][C:5]=2[N:17]=1.[O:18]1CC[CH2:20][CH2:19]1.C(Cl)(=O)C>CN(C)C=O.CCOCC>[C:19]([NH:1][C:2]1[S:3][C:4]2[CH2:13][C@H:12]3[C@@H:7]([CH2:8][CH2:9][CH2:10][N:11]3[CH2:14][CH2:15][CH3:16])[CH2:6][C:5]=2[N:17]=1)(=[O:18])[CH3:20]. Procedure: A solution was prepared from 0.15 g. of trans-(±)-2-amino-5-n-propyl-4,4a,5,6,7,8,8a,9-octahydrothiazolo[4,5-g]quinoline (from Example 1) in 3 ml. of tetrahydrofuran (THF) to which has been added two drops of dimethylformamide (DMF). Five hundredths milliliters of acetyl chloride were added and the solution stirred at room temperature for 15 minutes. In time, the reaction mixture became a solid colorless mass. The solid was suspended in ether and the ethereal suspension filtered. The solid was t... Starting materials: FC(CN=C(NC1=NN(C=C1)CCC#N)N)(F)F (3-[2-(2,2,2-trifluoroethyl)guanidino]-1-(2-cyanoethyl)pyrazole). The reagents and catalysts are [Ni] (Raney nickel). The solvent is N (ammonia). Conditions: time 3 hour. Product: FC(CN=C(NC1=NN(C=C1)CCCN)N)(F)F (3 -[2-(2,2,2-trifluoroethyl)guanidino]-1-(3-aminopropyl)pyrazole). RXN SMILES: [F:1][C:2]([F:18])([F:17])[CH2:3][N:4]=[C:5]([NH2:16])[NH:6][C:7]1[CH:11]=[CH:10][N:9]([CH2:12][CH2:13][C:14]#[N:15])[N:8]=1>[Ni].N>[F:18][C:2]([F:1])([F:17])[CH2:3][N:4]=[C:5]([NH2:16])[NH:6][C:7]1[CH:11]=[CH:10][N:9]([CH2:12][CH2:13][CH2:14][NH2:15])[N:8]=1. Reported procedure: A mixture of 3-[2-(2,2,2-trifluoroethyl)guanidino]-1-(2-cyanoethyl)pyrazole (0.32 g.), saturated ethanolic ammonia (10 ml.) and Raney nickel (0.2 g.) was stirred vigorously under an atmosphere of hydrogen at room temperature and atmospheric pressure for 3 hours. The mixture was filtered and the filtrate evaporated to dryness to give 3 -[2-(2,2,2-trifluoroethyl)guanidino]-1-(3-aminopropyl)pyrazole which was used without further purification.